Dataset: the Open Reaction Database (ORD), a public repository of structured organic reaction records. Task: describe an organic reaction: reactants, conditions, products, and yield Starting materials: O=C([O-])O, C1CCOC1, COC(=O)Cl, Cl, COc1cccc(C(=O)c2ncc([N+](=O)[O-])c3cc(OC)c(OC)cc23)c1, [Na+], O, Cl[Sn](Cl)(Cl)Cl, c1ccncc1. Yields the product COC(=O)Nc1cnc(C(=O)c2cccc(OC)c2)c2cc(OC)c(OC)cc12. As a reaction SMILES: [C:33](=[O:34])([OH:35])[O-:36].[CH2:49]1[O:50][CH2:51][CH2:52][CH2:53]1.[CH3:44][O:45][C:46](=[O:47])[Cl:48].[ClH:54].[N+:1]([O-:2])(=[O:3])[c:4]1[cH:5][n:6][c:7]([C:18](=[O:19])[c:20]2[cH:21][c:22]([O:26][CH3:27])[cH:23][cH:24][cH:25]2)[c:8]2[cH:9][c:10]([O:16][CH3:17])[c:11]([O:14][CH3:15])[cH:12][c:13]12.[Na+:37].[OH2:55].[Sn:28]([Cl:29])([Cl:30])([Cl:31])[Cl:32].[cH:38]1[cH:39][cH:40][n:41][cH:42][cH:43]1>>[NH:1]([c:4]1[cH:5][n:6][c:7]([C:18](=[O:19])[c:20]2[cH:21][c:22]([O:26][CH3:27])[cH:23][cH:24][cH:25]2)[c:8]2[cH:9][c:10]([O:16][CH3:17])[c:11]([O:14][CH3:15])[cH:12][c:13]12)[C:46]([O:45][CH3:44])=[O:47]. Starting materials: C1(CCCCC1)P(C1=C(C=CC=C1)C=1C(=CC=CC1)N(C)C)C1CCCCC1 (2′-(dicyclohexylphosphino)-N,N-dimethylbiphenyl-2-amine), C(C)(=O)N1[C@H](C[C@H](C2=CC(=CC=C12)C=1N=NN(C1)CCO[Si](C)(C)C(C)(C)C)N)C ((2S,4R)-1-acetyl-6-[1-(2-{[(1,1-dimethylethyl)(dimethyl)silyl]oxy}ethyl)-1H-1,2,3-triazol-4-yl]-2-methyl-1,2,3,4-tetrahydro-4-quinolinamine), CC(C)([O-])C.[Na+] (sodium tert-butoxide), Intermediate 44, ClC1=NC=CC(=C1)C (2-chloro-4-methylpyridine). Reagents/catalysts: C=1C=CC(=CC1)/C=C/C(=O)/C=C/C2=CC=CC=C2.C=1C=CC(=CC1)/C=C/C(=O)/C=C/C2=CC=CC=C2.C=1C=CC(=CC1)/C=C/C(=O)/C=C/C2=CC=CC=C2.[Pd].[Pd] (tris(dibenzylideneacetone)dipalladium(0)). The solvent is C1(=CC=CC=C1)C (toluene). Conditions: temperature 100 celsius, time 1 hour. The product is C(C)(=O)N1[C@H](C[C@H](C2=CC(=CC=C12)C=1N=NN(C1)CCO)NC1=NC=CC(=C1)C)C (2-(4-{(2S,4R)-1-acetyl-2-methyl-4-[(4-methyl-2-pyridinyl)amino]-1,2,3,4-tetrahydro-6-quinolinyl}-1H-1,2,3-triazol-1-yl)ethanol). Yield: 17.0%. As a reaction SMILES: [C:1]([N:4]1[C:13]2[C:8](=[CH:9][C:10]([C:14]3[N:15]=[N:16][N:17]([CH2:19][CH2:20][O:21][Si](C(C)(C)C)(C)C)[CH:18]=3)=[CH:11][CH:12]=2)[C@H:7]([NH2:29])[CH2:6][C@@H:5]1[CH3:30])(=[O:3])[CH3:2].Cl[C:32]1[CH:37]=[C:36]([CH3:38])[CH:35]=[CH:34][N:33]=1.CC(C)([O-])C.[Na+].C1(P(C2CCCCC2)C2C=CC=CC=2C2C(N(C)C)=CC=CC=2)CCCCC1>C1(C)C=CC=CC=1.C1C=CC(/C=C/C(/C=C/C2C=CC=CC=2)=O)=CC=1.C1C=CC(/C=C/C(/C=C/C2C=CC=CC=2)=O)=CC=1.C1C=CC(/C=C/C(/C=C/C2C=CC=CC=2)=O)=CC=1.[Pd].[Pd]>[C:1]([N:4]1[C:13]2[C:8](=[CH:9][C:10]([C:14]3[N:15]=[N:16][N:17]([CH2:19][CH2:20][OH:21])[CH:18]=3)=[CH:11][CH:12]=2)[C@H:7]([NH:29][C:32]2[CH:37]=[C:36]([CH3:38])[CH:35]=[CH:34][N:33]=2)[CH2:6][C@@H:5]1[CH3:30])(=[O:3])[CH3:2] |f:2.3,6.7.8.9.10|. Reported procedure: To a solution of (2S,4R)-1-acetyl-6-[1-(2-{[(1,1-dimethylethyl)(dimethyl)silyl]oxy}ethyl)-1H-1,2,3-triazol-4-yl]-2-methyl-1,2,3,4-tetrahydro-4-quinolinamine (for a preparation, see Intermediate 44) (115 mg, 0.268 mmol) and 2-chloro-4-methylpyridine (102 mg, 0.803 mmol) in toluene (2.5 mL) were successively added sodium tert-butoxide (129 mg, 1.338 mmol), tris(dibenzylideneacetone)dipalladium(0) (245 mg, 0.268 mmol) and 2′-(dicyclohexylphosphino)-N,N-dimethylbiphenyl-2-amine (DavePhos) (211 mg, 0... Starting materials: [N+](=O)([O-])O[Bi].[N+](=O)([O-])O[Bi].[N+](=O)([O-])O[Bi].[N+](=O)([O-])O[Bi].O.O.O.O.O.O.O.O.O[Bi]=O (bismuth sub nitrate), [N+](=O)([O-])[O-] (nitrate), C(C(O)C)(=O)O (lactic acid), C(C(O)C)(=O)O (lactic acid). Run in OCC(O)CO (glycerin). Reaction conditions: temperature 70 celsius. Yields the product C(C(O)C)(=O)[O-].[Bi+3].C(C(O)C)(=O)[O-].C(C(O)C)(=O)[O-] (bismuth lactate). Reaction SMILES: [N+](O[Bi])([O-])=O.[N+](O[Bi])([O-])=O.[N+](O[Bi])([O-])=O.[N+](O[Bi])([O-])=O.O.O.O.O.O.O.O.O.O[Bi:30]=O.[C:32]([OH:37])(=[O:36])[CH:33]([CH3:35])[OH:34].[N+]([O-])([O-])=O>OCC(CO)O>[C:32]([O-:37])(=[O:36])[CH:33]([CH3:35])[OH:34].[Bi+3:30].[C:32]([O-:37])(=[O:36])[CH:33]([CH3:35])[OH:34].[C:32]([O-:37])(=[O:36])[CH:33]([CH3:35])[OH:34] |f:0.1.2.3.4.5.6.7.8.9.10.11.12,16.17.18.19,^3:2,7,12,17|. Reported procedure: The bismuth sub nitrate, glycerin and lactic acid were placed in a kettle and heated at 70° C. until clear. During heating, the lactic acid displaced the nitrate to form bismuth lactate; Reactants: CCOC(=O)CC(C)(C)n1cc(-c2ccnc3c2ccn3COCC[Si](C)(C)C)cn1, O=C(O)C(F)(F)F. The product is CCOC(=O)CC(C)(C)n1cc(-c2ccnc3[nH]ccc23)cn1, O=C([O-])C(F)(F)F. Reaction SMILES: [CH3:1][C:2]([CH2:3][C:4](=[O:5])[O:6][CH2:7][CH3:8])([CH3:9])[n:10]1[n:11][cH:12][c:13](-[c:15]2[c:16]3[c:17]([n:18][cH:19][cH:20]2)[n:21]([CH2:24][O:25][CH2:26][CH2:27][Si:28]([CH3:29])([CH3:30])[CH3:31])[cH:22][cH:23]3)[cH:14]1.[F:32][C:33]([C:34](=[O:35])[OH:36])([F:37])[F:38]>>[CH3:1][C:2]([CH2:3][C:4](=[O:5])[O:6][CH2:7][CH3:8])([CH3:9])[n:10]1[n:11][cH:12][c:13](-[c:15]2[c:16]3[c:17]([n:18][cH:19][cH:20]2)[nH:21][cH:22][cH:23]3)[cH:14]1.[F:32][C:33]([C:34](=[O:35])[O-:36])([F:37])[F:38].